describe an organic reaction: reactants, conditions, products, and yield From a dataset of the Open Reaction Database (ORD), a public repository of structured organic reaction records. The reactants are CCO, [Cl-], NC(=O)c1ccc([N+](=O)[O-])c(Oc2ccc(F)cc2F)c1, [Fe], [NH4+], O. Yields the product NC(=O)c1ccc(N)c(Oc2ccc(F)cc2F)c1. As a reaction SMILES: [CH3:24][CH2:25][OH:26].[Cl-:22].[F:1][c:2]1[c:3]([O:4][c:5]2[cH:6][c:7]([C:8](=[O:9])[NH2:10])[cH:11][cH:12][c:13]2[N+:14]([O-:15])=[O:16])[cH:17][cH:18][c:19]([F:21])[cH:20]1.[Fe:28].[NH4+:23].[OH2:27]>>[F:1][c:2]1[c:3]([O:4][c:5]2[cH:6][c:7]([C:8](=[O:9])[NH2:10])[cH:11][cH:12][c:13]2[NH2:14])[cH:17][cH:18][c:19]([F:21])[cH:20]1. Reactants: C(P(OC(C)C)(OC(C)C)=O)P(OC(C)C)(OC(C)C)=O (tetraisopropyl methylenebisphosphonate), C(CCC)[Li] (n-butyllithium), [Si](C)(C)(C(C)(C)C)OCCC=O (3-(t-butyldimethylsilyloxy) propanal). Solvent: CCCCCCC (n-heptane). Conditions: time 15 minute. Product: [Si](C)(C)(C(C)(C)C)OCC/C=C/P(OC(C)C)(OC(C)C)=O (diisopropyl (E)-4-(t-butyldimethylsilyloxy)but-1-enylphosphonate). Isolated yield 53.6%. As a reaction SMILES: [CH2:1]([P:12](=[O:21])([O:17][CH:18]([CH3:20])[CH3:19])[O:13][CH:14]([CH3:16])[CH3:15])P(=O)(OC(C)C)OC(C)C.C([Li])CCC.[Si:27]([O:34][CH2:35][CH2:36][CH:37]=O)([C:30]([CH3:33])([CH3:32])[CH3:31])([CH3:29])[CH3:28]>CCCCCCC>[Si:27]([O:34][CH2:35][CH2:36]/[CH:37]=[CH:1]/[P:12](=[O:21])([O:13][CH:14]([CH3:15])[CH3:16])[O:17][CH:18]([CH3:19])[CH3:20])([C:30]([CH3:31])([CH3:32])[CH3:33])([CH3:29])[CH3:28]. Procedure details: To a solution of tetraisopropyl methylenebisphosphonate (2.50 g, 7.26 mmol) in n-heptane (50 ml) was added n-butyllithium (2.70 ml of 2.7M solution in n-hexanes; 7.29 mmol) and the mixture stirred at room temperature under dry nitrogen for 15 min. To the solution was added crude 3-(t-butyldimethylsilyloxy) propanal (approx. 5.85 mmol) and the mixture heated under reflux for 0.5 hr then stirred at room temperature for 64 hr. The mixture was filtered then the solvent removed. The residue was purif... Reactants: CN1CCN(CCCN)CC1, Cc1cc(F)c(COc2nsc(NC(=O)Oc3ccccc3)c2C(N)=O)c(F)c1F. Product: Cc1cc(F)c(COc2nsc(NC(=O)NCCCN3CCN(C)CC3)c2C(N)=O)c(F)c1F. As a reaction SMILES: [CH3:31][N:32]1[CH2:33][CH2:34][N:35]([CH2:38][CH2:39][CH2:40][NH2:41])[CH2:36][CH2:37]1.[c:1]1([O:2][C:8]([NH:9][c:10]2[c:11]([C:27]([NH2:28])=[O:29])[c:12]([O:15][CH2:16][c:17]3[c:18]([F:26])[c:19]([F:25])[c:20]([CH3:24])[cH:21][c:22]3[F:23])[n:13][s:14]2)=[O:30])[cH:3][cH:4][cH:5][cH:6][cH:7]1>>[C:8]([NH:9][c:10]1[c:11]([C:27]([NH2:28])=[O:29])[c:12]([O:15][CH2:16][c:17]2[c:18]([F:26])[c:19]([F:25])[c:20]([CH3:24])[cH:21][c:22]2[F:23])[n:13][s:14]1)(=[O:30])[NH:41][CH2:40][CH2:39][CH2:38][N:35]1[CH2:34][CH2:33][N:32]([CH3:31])[CH2:37][CH2:36]1. Reactants: BrCCCCCCCCCCCCCCCC (1-bromohexadecane), [H-].[Na+] (sodium hydride), C(CC(=O)C)(=O)OCC (ethyl acetoacetate), C(CCC)[Li] (n-butyllithium), CCCCCC (hexane). Run in C(C)O (Ethanol), C1CCOC1 (THF), C1CCOC1 (THF). Reaction conditions: time 30 minute. Reaction SMILES: [H-].[Na+].[C:3]([O:9][CH2:10][CH3:11])(=[O:8])[CH2:4][C:5]([CH3:7])=[O:6].C([Li])CCC.CCCCCC.Br[CH2:24][CH2:25][CH2:26][CH2:27][CH2:28][CH2:29][CH2:30][CH2:31][CH2:32][CH2:33][CH2:34][CH2:35][CH2:36][CH2:37][CH2:38]C>C1COCC1.C(O)C>[CH2:10]([O:9][C:3](=[O:8])[CH2:4][C:5](=[O:6])[CH2:7][CH2:38][CH2:37][CH2:36][CH2:35][CH2:34][CH2:33][CH2:32][CH2:31][CH2:30][CH2:29][CH2:28][CH2:27][CH2:26][CH2:25][CH3:24])[CH3:11] |f:0.1|. Yields the product C(C)OC(CC(CCCCCCCCCCCCCCCC)=O)=O (3-oxo-nonadecanoic acid ethyl ester). Procedure: To a solution of sodium hydride (1.2 g, 50 mmol) in THF, distilled ethyl acetoacetate (4.16 g, 32 mmol) was added dropwise. The resulting mixture was stirred for 30 min at room temperature and then cooled at −78° C. A solution of n-butyllithium in hexane (16.1 mL, 35.2 mmol) was added dropwise. After stirring for an additional 1 h at 0° C., 1-bromohexadecane (19.1 mmol) in THF was added and the mixture was stirred for 12 h. Ethanol (15 mL) was added slowly at room temperature. The resulting solu... Reactants: O1C(CCCC1)OCCN1C(=CC2=CC=CC=C12)C(=O)OC (methyl 1-[2-(2-tetrahydropyranyl)oxyethyl]-2-indolecarboxylate), Cl.NC(=N)N (guanidine hydrochloride), C[O-].[Na+] (sodium methoxide). The solvent is CO (methanol). Product: O1C(CCCC1)OCCNC(=NC(=O)C=1NC2=CC=CC=C2C1)N (1-[2-(2-Tetrahydropyranyl)oxyethyl]-2-indoloylguanidine). RXN SMILES: O1CCCCC1OCC[N:10]1[C:18]2[C:13](=[CH:14][CH:15]=[CH:16][CH:17]=2)[CH:12]=[C:11]1[C:19]([O:21]C)=O.Cl.[NH2:24][C:25]([NH2:27])=[NH:26].[CH3:28][O-:29].[Na+]>CO>[O:29]1[CH2:15][CH2:14][CH2:13][CH2:12][CH:28]1[O:21][CH2:19][CH2:11][NH:26][C:25]([NH2:27])=[N:24][C:19]([C:11]1[NH:10][C:18]2[C:13]([CH:12]=1)=[CH:14][CH:15]=[CH:16][CH:17]=2)=[O:21] |f:1.2,3.4|. Procedure details: The reaction was carried out in a manner similar to Example 1 except for using 1.00 g (3.30 mmol) of methyl 1-[2-(2-tetrahydropyranyl)oxyethyl]-2-indolecarboxylate, 3.15 g (33.0 mmol) of guanidine hydrochloride and a methanol solution of 1.78 g (33.0 mmol) of sodium methoxide. 1-[2-(2-Tetrahydropyranyl)oxyethyl]-2-indoloylguanidine was obtained in an amount of 0.85 g. Thereafter 0.69 g of the thus obtained compound was dissolved in hydrochloric acid/methanol. The solution was stirred at room tem... Starting materials: [I-].[K+] (potassium iodide), II (iodine), N(=O)OC(C)(C)C (tert-butyl nitrite), NC=1C=CC(=C2CNC(C12)=O)C=1SC=CC1 (7-amino-4-(thiophen-2-yl)isoindolinone). Reagents/catalysts: [Cu](I)I (copper iodide). The solvent is C(C)#N (acetonitrile). The product is IC=1C=CC(=C2CNC(C12)=O)C=1SC=CC1 (7-iodo-4-(thiophen-2-yl)isoindolinone). The yield is 44.0%. RXN SMILES: N[C:2]1[CH:3]=[CH:4][C:5]([C:12]2[S:13][CH:14]=[CH:15][CH:16]=2)=[C:6]2[C:10]=1[C:9](=[O:11])[NH:8][CH2:7]2.[I-:17].[K+].II.N(OC(C)(C)C)=O>C(#N)C.[Cu](I)I>[I:17][C:2]1[CH:3]=[CH:4][C:5]([C:12]2[S:13][CH:14]=[CH:15][CH:16]=2)=[C:6]2[C:10]=1[C:9](=[O:11])[NH:8][CH2:7]2 |f:1.2|. Procedure details: In a similar manner to Step 4 of Example 140, 7-amino-4-(thiophen-2-yl)isoindolinone (212 mg, 0.920 mmol) was dissolved in acetonitrile (14.8 mL), and the solution was treated with potassium iodide (183 mg, 1.10 mmol), copper iodide (210 mg, 1.10 mmol), iodine (280 mg, 1.10 mmol) and tert-butyl nitrite (0.382 mL, 2.76 mmol), followed by purification by preparative thin-layer chromatography (chloroform/acetonitrile-6/1, chloroform/methanol=10/1) to obtain 7-iodo-4-(thiophen-2-yl)isoindolinone (13...